From a dataset of the Open Reaction Database (ORD), a public repository of structured organic reaction records. describe an organic reaction: reactants, conditions, products, and yield The reactants are Amidine, CC1=CC=C(C#N)C=C1 (4-methylbenzonitrile), CC1=C(N)C(=CC=C1)C (2,6-dimethylaniline), C(CCC)[Li] (butyllithium). The solvent is O (water). Conditions: time 1 hour. The product is CC1=CC=C(C(=N)NC2=C(C=CC=C2C)C)C=C1 (4-methyl-N1-(2,6-dimethylphenyl)benzamidine). Isolated yield 93.9%. RXN SMILES: [CH3:1][C:2]1[CH:8]=[CH:7][CH:6]=[C:5]([CH3:9])[C:3]=1[NH2:4].C([Li])CCC.[CH3:15][C:16]1[CH:23]=[CH:22][C:19]([C:20]#[N:21])=[CH:18][CH:17]=1>O>[CH3:15][C:16]1[CH:23]=[CH:22][C:19]([C:20]([NH:4][C:3]2[C:5]([CH3:9])=[CH:6][CH:7]=[CH:8][C:2]=2[CH3:1])=[NH:21])=[CH:18][CH:17]=1. Reported procedure: Procedure as described for Amidine I using the following amounts: 6.15 mL of 2,6-dimethylaniline (50.0 mmol); 25.0 mL of 2.0 M butyllithium (50.0 mmol), 5.86 g of 4-methylbenzonitrile (50.0 mmol). After refluxing overnight, the solution was deep red. Addition of water yielded a yellow solution with suspended solid. Solution was filtered, taken to dryness, resuspended in 100 mL of pentane and stirred vigorously for 1 hour. The resulting white solid was filtered, washed with 10 mL of pentane and d...